Dataset: the Open Reaction Database (ORD), a public repository of structured organic reaction records. Task: describe an organic reaction: reactants, conditions, products, and yield The reactants are NC1=C(C=CC=C1)O (o-aminophenol), C(C)(=O)OC(C)=O (acetic anhydride). Solvent: C(C)(=O)O (acetic acid). Run at temperature 60 celsius. Product: N(C(=O)C)C1=C(C=CC=C1)O (2-acetaminophenol). Reaction SMILES: [NH2:1][C:2]1[CH:7]=[CH:6][CH:5]=[CH:4][C:3]=1[OH:8].[C:9](OC(=O)C)(=[O:11])[CH3:10]>C(O)(=O)C>[NH:1]([C:2]1[CH:7]=[CH:6][CH:5]=[CH:4][C:3]=1[OH:8])[C:9]([CH3:10])=[O:11]. Reported procedure: 10.9 g of o-aminophenol and 100 ml of acetic acid were placed in a 300 ml round-bottom flask, followed by addition of 10.2 g acetic anhydride under ice-water cooling. The mixture was heated at 60° C. for one hour to complete the reaction, resulting in formation of 2-acetaminophenol. 23.4 g gaseous chlorine was then passed into the reaction mixture at a temperature of 80°-90° C. and the resulting reaction solution was cooled and evaporated under reduced pressure to leave 24.9 g of yellow crystals... Procedure: To a 2 dram vial equipped with a stir bar was added 2-(4,6-dichloropyridin-2-yl)thiazole (50 mg, 0.22 mmol), 2-isopropoxy-5-(4,4,5,5-tetramethyl-1,3,2-dioxaborolan-2-yl)pyridine (85 mg, 0.33 mmol), Pd(dppf)Cl2 (8.0 mg, 11 μmol) and K3PO4 (344 mg, 1.62 mmol). The vial was capped with a septum screw-cap and then placed under N2 atmosphere. To the vial was added THF (1 mL) and water (0.50 mL). The mixture was placed in a 60° C. oil bath with stirring for 6 h. The reaction mixture was diluted with E... Reagents/catalysts: C1=CC=C(C=C1)P([C-]2C=CC=C2)C3=CC=CC=C3.C1=CC=C(C=C1)P([C-]2C=CC=C2)C3=CC=CC=C3.Cl[Pd]Cl.[Fe+2] (Pd(dppf)Cl2). Reactants: ClC1=CC(=NC(=C1)Cl)C=1SC=CN1 (2-(4,6-dichloropyridin-2-yl)thiazole), C(C)(C)OC1=NC=C(C=C1)B1OC(C(O1)(C)C)(C)C (2-isopropoxy-5-(4,4,5,5-tetramethyl-1,3,2-dioxaborolan-2-yl)pyridine), [O-]P(=O)([O-])[O-].[K+].[K+].[K+] (K3PO4), C1CCOC1 (THF). The yield is 46.6%. As a reaction SMILES: [Cl:1][C:2]1[CH:7]=[C:6](Cl)[N:5]=[C:4]([C:9]2[S:10][CH:11]=[CH:12][N:13]=2)[CH:3]=1.[CH:14]([O:17][C:18]1[CH:23]=[CH:22][C:21](B2OC(C)(C)C(C)(C)O2)=[CH:20][N:19]=1)([CH3:16])[CH3:15].[O-]P([O-])([O-])=O.[K+].[K+].[K+].C1COCC1>CCOC(C)=O.C1C=CC(P(C2C=CC=CC=2)[C-]2C=CC=C2)=CC=1.C1C=CC(P(C2C=CC=CC=2)[C-]2C=CC=C2)=CC=1.Cl[Pd]Cl.[Fe+2].O>[Cl:1][C:2]1[CH:3]=[C:4]([C:9]2[S:10][CH:11]=[CH:12][N:13]=2)[N:5]=[C:6]([C:21]2[CH:20]=[N:19][C:18]([O:17][CH:14]([CH3:16])[CH3:15])=[CH:23][CH:22]=2)[CH:7]=1 |f:2.3.4.5,8.9.10.11|. Reaction conditions: time 6 hour. The product is ClC1=CC(=NC(=C1)C=1SC=CN1)C=1C=NC(=CC1)OC(C)C (2-(4-chloro-6′-isopropoxy-[2,3′-bipyridin]-6-yl)thiazole). The solvent is hexanes, CCOC(=O)C (EtOAc), CCOC(=O)C (EtOAc), O (water). The reactants are C([O-])([O-])=O.[K+].[K+] (potassium carbonate), S(=O)(=O)([O-])S(=O)(=O)[O-].[Na+].[Na+] (sodium dithionate), C(C=C)NC1=C(C(=NC2=CC=CC=C12)Cl)[N+](=O)[O-] (N-allyl-2-chloro-3-nitroquinolin-4-amine). Reagents/catalysts: CC[N+]1=CC=C(C=C1)C2=CC=[N+](C=C2)CC.[Br-].[Br-] (ethyl viologen dibromide). The solvent is ClCCl (dichloromethane), O (water). Yields the product C(C=C)NC1=C(C(=NC2=CC=CC=C12)Cl)N (N4-allyl-2-chloroquinoline-3,4-diamine), product. Yield: 64.6%. Reaction SMILES: C(=O)([O-])[O-].[K+].[K+].S(S([O-])(=O)=O)([O-])(=O)=O.[Na+].[Na+].[CH2:17]([NH:20][C:21]1[C:30]2[C:25](=[CH:26][CH:27]=[CH:28][CH:29]=2)[N:24]=[C:23]([Cl:31])[C:22]=1[N+:32]([O-])=O)[CH:18]=[CH2:19]>ClCCl.O.CC[N+]1C=CC(C2C=C[N+](CC)=CC=2)=CC=1.[Br-].[Br-]>[CH2:17]([NH:20][C:21]1[C:30]2[C:25](=[CH:26][CH:27]=[CH:28][CH:29]=2)[N:24]=[C:23]([Cl:31])[C:22]=1[NH2:32])[CH:18]=[CH2:19] |f:0.1.2,3.4.5,9.10.11|. Procedure details: An aqueous solution (200 mL) of potassium carbonate (55.3 g, 400 mmol) and sodium dithionate (62.7 g, 360 mmol) was added dropwise over 30 minutes to a mixture of N-allyl-2-chloro-3-nitroquinolin-4-amine (21.0 g, 79.9 mmol) and ethyl viologen dibromide (1.80 g, 4.80 mmol) in dichloromethane (320 mL) and water (40 mL) under a nitrogen atmosphere. The dark blue-green mixture was stirred rapidly and was heated at reflux overnight. The mixture was transferred to a separatory funnel and the layers we... The reactants are CN1CCC(O)CC1, O=C(O)C(F)(F)F, O=C(Cl)C1(c2ccccc2)CCC1. The product is Cl, CN1CCC(OC(=O)C2(c3ccccc3)CCC2)CC1. As a reaction SMILES: [CH3:14][N:15]1[CH2:16][CH2:17][CH:18]([OH:21])[CH2:19][CH2:20]1.[F:22][C:23]([F:24])([F:25])[C:26]([OH:27])=[O:28].[c:1]1([C:7]2([C:11](=[O:12])[Cl:13])[CH2:8][CH2:9][CH2:10]2)[cH:2][cH:3][cH:4][cH:5][cH:6]1>>[ClH:13].[c:1]1([C:7]2([C:11](=[O:12])[O:21][CH:18]3[CH2:17][CH2:16][N:15]([CH3:14])[CH2:20][CH2:19]3)[CH2:8][CH2:9][CH2:10]2)[cH:2][cH:3][cH:4][cH:5][cH:6]1. The reactants are CC(=O)O, O=C1Nc2ccc(I)cc2C1=O, COC(=O)c1ccc(C(=O)NN)nc1. Product: COC(=O)c1ccc(C(=O)NN=C2C(=O)Nc3ccc(I)cc32)nc1. RXN SMILES: [CH3:27][C:28](=[O:29])[OH:30].[I:1][c:2]1[cH:3][c:4]2[c:8]([cH:9][cH:10]1)[NH:7][C:6](=[O:11])[C:5]2=[O:12].[NH:13]([NH2:14])[C:15](=[O:16])[c:17]1[n:18][cH:19][c:20]([C:21](=[O:22])[O:23][CH3:24])[cH:25][cH:26]1>>[I:1][c:2]1[cH:3][c:4]2[c:8]([cH:9][cH:10]1)[NH:7][C:6](=[O:11])[C:5]2=[N:14][NH:13][C:15](=[O:16])[c:17]1[n:18][cH:19][c:20]([C:21](=[O:22])[O:23][CH3:24])[cH:25][cH:26]1.